From a dataset of the Open Reaction Database (ORD), a public repository of structured organic reaction records. describe an organic reaction: reactants, conditions, products, and yield The reactants are CC1=NC(=CC=C1CO)C ((2,6-dimethylpyridin-3-yl)methanol), C1CCN(CC1)C(=O)N=NC(=O)N2CCCCC2 (ADDP), C(CCC)P(CCCC)CCCC (tri-n-butylphosphine), COC(CC1=CSC2=C1C(=CC(=C2)O)C(F)(F)F)=O (methyl(6-hydroxy-4-(trifluoromethyl)-1-benzothiophen-3-yl)acetate). Run in C1CCOC1 (THF). Conditions: time 16 hour. Product: CC1=NC(=CC=C1COC1=CC2=C(C(=CS2)CC(=O)O)C(=C1)C(F)(F)F)C ((6-((2,6-Dimethylpyridin-3-yl)methoxy)-4-(trifluoromethyl)-1-benzothiophen-3-yl)acetic acid). Yield: 86.9%. RXN SMILES: C[O:2][C:3](=[O:19])[CH2:4][C:5]1[C:9]2[C:10]([C:15]([F:18])([F:17])[F:16])=[CH:11][C:12]([OH:14])=[CH:13][C:8]=2[S:7][CH:6]=1.[CH3:20][C:21]1[C:26]([CH2:27]O)=[CH:25][CH:24]=[C:23]([CH3:29])[N:22]=1.C1CCN(C(N=NC(N2CCCCC2)=O)=O)CC1.C(P(CCCC)CCCC)CCC>C1COCC1>[CH3:20][C:21]1[C:26]([CH2:27][O:14][C:12]2[CH:11]=[C:10]([C:15]([F:18])([F:17])[F:16])[C:9]3[C:5]([CH2:4][C:3]([OH:2])=[O:19])=[CH:6][S:7][C:8]=3[CH:13]=2)=[CH:25][CH:24]=[C:23]([CH3:29])[N:22]=1. Procedure: To a mixture of methyl(6-hydroxy-4-(trifluoromethyl)-1-benzothiophen-3-yl)acetate (60 mg) and THF (dry) (2 mL) were added (2,6-dimethylpyridin-3-yl)methanol (31.2 mg), ADDP (62.6 mg), and tri-n-butylphosphine (0.153 mL) at room temperature. After stirring at room temperature for 16 h, the insoluble material was removed by filtration. The filtrate was concentrated in vacuo. The residue was purified by silica gel column chromatography (EtOAc/hexane). To the mixture of crude material and THF (1 mL)... Starting materials: N (NH3), CN(C(=O)Cl)C1=CC=C(C=C1)C(C(F)(F)F)(C(F)(F)F)O (N-methyl-N-[4-(hexafluoro-2-hydroxy-2-propyl)phenyl]carbamyl chloride). Solvent: CCOCC (Et2O). Run at time 24 hour. The product is CN(C(=O)N)C1=CC=C(C=C1)C(C(F)(F)F)(C(F)(F)F)O (N-methyl-N-[4-(hexafluoro-2-hydroxy-2-propyl)phenyl]urea). RXN SMILES: [NH3:1].[CH3:2][N:3]([C:7]1[CH:12]=[CH:11][C:10]([C:13]([OH:22])([C:18]([F:21])([F:20])[F:19])[C:14]([F:17])([F:16])[F:15])=[CH:9][CH:8]=1)[C:4](Cl)=[O:5]>CCOCC>[CH3:2][N:3]([C:7]1[CH:12]=[CH:11][C:10]([C:13]([OH:22])([C:18]([F:21])([F:20])[F:19])[C:14]([F:17])([F:16])[F:15])=[CH:9][CH:8]=1)[C:4]([NH2:1])=[O:5]. Reported procedure: Saturate with NH3 a solution of 6.7 g (20 mmole) N-methyl-N-[4-(hexafluoro-2-hydroxy-2-propyl)phenyl]carbamyl chloride in 200 ml Et2O. After 24 hours, wash the Et2O with water, then 1N HCl. Dry, concentrate and recrystallize the solid from ether-hexane to give 5.0 g white solid; m.p. 181°-184°. Reactants: CC=C(CC)C(=O)OCC, C[O-], CC(O)CN, [Na+]. Yields the product CC=C(CC)C(=O)NCC(C)O. As a reaction SMILES: [CH2:1]([CH3:2])[C:3]([C:4]([O:6][CH2:5][CH3:7])=[O:8])=[CH:9][CH3:10].[CH3:16][O-:17].[NH2:11][CH2:12][CH:13]([CH3:14])[OH:15].[Na+:18]>>[CH2:1]([CH3:2])[C:3]([C:4](=[O:6])[NH:11][CH2:12][CH:13]([CH3:14])[OH:15])=[CH:9][CH3:10]. The reactants are [Cl-].[Ca+2].[Cl-] (calcium chloride), BrCC1=CC=CC2=CC=CC=C12 (bromomethylnaphthalene), C(C#CC)O (2-butyn-1-ol). The reagents and catalysts are [O-2].[Zn+2] (zinc(II) oxide). Solvent: ClC(C)Cl (dichloroethane). Run at time 1 hour. The product is C(C#CC)OCC1=CC=CC2=CC=CC=C12 (1-[(2-butynyloxy)methyl]naphthalene). Reaction SMILES: [Cl-].[Ca+2].[Cl-].Br[CH2:5][C:6]1[C:15]2[C:10](=[CH:11][CH:12]=[CH:13][CH:14]=2)[CH:9]=[CH:8][CH:7]=1.[CH2:16]([OH:20])[C:17]#[C:18][CH3:19]>[O-2].[Zn+2].ClC(Cl)C>[CH2:16]([O:20][CH2:5][C:6]1[C:15]2[C:10](=[CH:11][CH:12]=[CH:13][CH:14]=2)[CH:9]=[CH:8][CH:7]=1)[C:17]#[C:18][CH3:19] |f:0.1.2,5.6|. Procedure: To a flask equipped with magnetic stirrer, condenser and drying tube filled with calcium chloride, bromomethylnaphthalene (1.0 g, 4.52 mmol), 2-butyn-1-ol (0.63 g, 9 mmol) and 10 ml of dichloroethane are placed. After the addition of zinc(II) oxide (4.0 g, 4.52 mmol) the suspension is stirred for 1 hour at room temperature, then it is refluxed for 1 hour. The reaction is accompanied by a characteristic change of colour. The mixture is then filtered, the filtrate is evaporated. The residual oil i...